This data is from the Open Reaction Database (ORD), a public repository of structured organic reaction records. The task is: describe an organic reaction: reactants, conditions, products, and yield The reactants are Cn1nc(-c2ccc(OC(F)(F)F)cc2)cc1CO, ClC(Cl)Cl, O=S(Cl)Cl. The product is Cn1nc(-c2ccc(OC(F)(F)F)cc2)cc1CCl. As a reaction SMILES: [CH3:1][n:2]1[n:3][c:4](-[c:9]2[cH:10][cH:11][c:12]([O:15][C:16]([F:17])([F:18])[F:19])[cH:13][cH:14]2)[cH:5][c:6]1[CH2:7][OH:8].[CH:24]([Cl:25])([Cl:26])[Cl:27].[S:20]([Cl:21])([Cl:22])=[O:23]>>[CH3:1][n:2]1[n:3][c:4](-[c:9]2[cH:10][cH:11][c:12]([O:15][C:16]([F:17])([F:18])[F:19])[cH:13][cH:14]2)[cH:5][c:6]1[CH2:7][Cl:22]. Starting materials: OBO, Brc1cccnc1, Brc1cncc(Br)c1, Cc1cc(-c2ccc(C(F)(F)F)cc2)cc(OS(=O)(=O)C(F)(F)F)n1. The product is Cc1cc(-c2ccc(C(F)(F)F)cc2)cc(-c2cncc(Br)c2)n1. RXN SMILES: [BH:26]([OH:27])[OH:28].[Br:29][c:30]1[cH:31][n:32][cH:33][cH:34][cH:35]1.[Br:36][c:37]1[cH:38][c:39]([Br:40])[cH:41][n:42][cH:43]1.[CH3:1][c:2]1[cH:3][c:4](-[c:16]2[cH:17][cH:18][c:19]([C:22]([F:23])([F:24])[F:25])[cH:20][cH:21]2)[cH:5][c:6]([O:8][S:9]([C:10]([F:11])([F:12])[F:13])(=[O:14])=[O:15])[n:7]1>>[CH3:1][c:2]1[cH:3][c:4](-[c:16]2[cH:17][cH:18][c:19]([C:22]([F:23])([F:24])[F:25])[cH:20][cH:21]2)[cH:5][c:6](-[c:34]2[cH:33][n:32][cH:31][c:30]([Br:29])[cH:35]2)[n:7]1. The reactants are [BH4-], Cc1cc(C(=O)C(C)N2CCC(O)(c3ccc(Cl)cc3)CC2)cc(C)c1O[Si](C(C)C)(C(C)C)C(C)C, CCO, [Na+]. The product is Cc1cc(C(O)C(C)N2CCC(O)(c3ccc(Cl)cc3)CC2)cc(C)c1O[Si](C(C)C)(C(C)C)C(C)C. Reaction SMILES: [BH4-:1].[CH3:3][c:4]1[cH:5][c:6]([C:22]([CH:23]([CH3:24])[N:25]2[CH2:26][CH2:27][C:28]([OH:31])([c:32]3[cH:33][cH:34][c:35]([Cl:38])[cH:36][cH:37]3)[CH2:29][CH2:30]2)=[O:39])[cH:7][c:8]([CH3:21])[c:9]1[O:10][Si:11]([CH:12]([CH3:13])[CH3:14])([CH:15]([CH3:16])[CH3:17])[CH:18]([CH3:19])[CH3:20].[CH3:40][CH2:41][OH:42].[Na+:2]>>[CH3:3][c:4]1[cH:5][c:6]([CH:22]([CH:23]([CH3:24])[N:25]2[CH2:26][CH2:27][C:28]([OH:31])([c:32]3[cH:33][cH:34][c:35]([Cl:38])[cH:36][cH:37]3)[CH2:29][CH2:30]2)[OH:39])[cH:7][c:8]([CH3:21])[c:9]1[O:10][Si:11]([CH:12]([CH3:13])[CH3:14])([CH:15]([CH3:16])[CH3:17])[CH:18]([CH3:19])[CH3:20]. The reactants are CCn1cc(C(=O)O)c(=O)c2cc(F)c(N3CCNCC3)cc21, CC(=O)O, O=N[O-], [Na+], O. Yields the product CCn1cc(C(=O)O)c(=O)c2cc(F)c(N3CCN(N=O)CC3)cc21. RXN SMILES: [CH2:1]([CH3:2])[n:3]1[cH:4][c:5]([C:21](=[O:22])[OH:23])[c:6](=[O:20])[c:7]2[cH:8][c:9]([F:19])[c:10]([N:13]3[CH2:14][CH2:15][NH:16][CH2:17][CH2:18]3)[cH:11][c:12]12.[CH3:29][C:30](=[O:31])[OH:32].[N:24](=[O:25])[O-:26].[Na+:27].[OH2:28]>>[CH2:1]([CH3:2])[n:3]1[cH:4][c:5]([C:21](=[O:22])[OH:23])[c:6](=[O:20])[c:7]2[cH:8][c:9]([F:19])[c:10]([N:13]3[CH2:14][CH2:15][N:16]([N:24]=[O:25])[CH2:17][CH2:18]3)[cH:11][c:12]12.